This data is from the Open Reaction Database (ORD), a public repository of structured organic reaction records. The task is: describe an organic reaction: reactants, conditions, products, and yield The reactants are CCCN, COCC1CC(O)c2cc(S(N)(=O)=O)sc2S1(=O)=O, Cc1ccc(S(=O)(=O)Cl)cc1, c1ccncc1. The product is CCCNC1CC(COC)S(=O)(=O)c2sc(S(N)(=O)=O)cc21. Reaction SMILES: [CH2:31]([CH2:32][CH3:33])[NH2:34].[OH:1][CH:2]1[c:3]2[c:4]([s:13][c:14]([S:16](=[O:17])(=[O:18])[NH2:19])[cH:15]2)[S:5](=[O:11])(=[O:12])[CH:6]([CH2:8][O:9][CH3:10])[CH2:7]1.[c:20]1([CH3:21])[cH:22][cH:23][c:24]([S:25]([Cl:26])(=[O:27])=[O:28])[cH:29][cH:30]1.[cH:35]1[cH:36][cH:37][n:38][cH:39][cH:40]1>>[CH:2]1([NH:34][CH2:31][CH2:32][CH3:33])[c:3]2[c:4]([s:13][c:14]([S:16](=[O:17])(=[O:18])[NH2:19])[cH:15]2)[S:5](=[O:11])(=[O:12])[CH:6]([CH2:8][O:9][CH3:10])[CH2:7]1. Starting materials: [BH4-].[Na+] (Sodium borohydride), ClC1=CC=C(C=C1)C1(CC1)C(C(C(=O)OCC)(CC1=CC(=CC=C1)OC1=CC=CC=C1)F)=O (ethyl 1-(p-chlorophenyl)-α-fluoro-β-oxo-α-(m-phenoxybenzyl)cyclopropanepropionate), O (water). Run in CO (methanol). Run at temperature 0 celsius, time 20 minute. Yields the product ClC1=CC=C(C=C1)C1(CC1)C(C(C(=O)OCC)(CC1=CC(=CC=C1)OC1=CC=CC=C1)F)O (Ethyl 1-(p-chlorophenyl)-α-fluoro-β-hydroxy-α-(m-phenoxybenzyl)cyclopropanepropionate). Isolated yield 103.8%. RXN SMILES: [BH4-].[Na+].[Cl:3][C:4]1[CH:9]=[CH:8][C:7]([C:10]2([C:13](=[O:35])[C:14]([F:34])([CH2:20][C:21]3[CH:26]=[CH:25][CH:24]=[C:23]([O:27][C:28]4[CH:33]=[CH:32][CH:31]=[CH:30][CH:29]=4)[CH:22]=3)[C:15]([O:17][CH2:18][CH3:19])=[O:16])[CH2:12][CH2:11]2)=[CH:6][CH:5]=1.O>CO>[Cl:3][C:4]1[CH:9]=[CH:8][C:7]([C:10]2([CH:13]([OH:35])[C:14]([F:34])([CH2:20][C:21]3[CH:26]=[CH:25][CH:24]=[C:23]([O:27][C:28]4[CH:33]=[CH:32][CH:31]=[CH:30][CH:29]=4)[CH:22]=3)[C:15]([O:17][CH2:18][CH3:19])=[O:16])[CH2:12][CH2:11]2)=[CH:6][CH:5]=1 |f:0.1|. Procedure: Sodium borohydride (20 mg, 0.53 mmol) is added to a solution of ethyl 1-(p-chlorophenyl)-α-fluoro-β-oxo-α-(m-phenoxybenzyl)cyclopropanepropionate (214 mg, 0.46 mmol) in methanol at 0° C. The reaction mixture is stirred at 0° C. for 20 minutes, treated with water (2 mL), and concentrated in vacuo to obtain a residue. A solution of the residue in ethyl acetate is washed sequentially with water and brine, dried over anhydrous sodium sulfate, and concentrated in vacuo to give the title product as a ... Reactants: O=C1N(N=C(C2=CC=CC=C12)CC(=O)O)CC=1SC2=C(N1)C=C(C=C2)C(F)(F)F ([4-oxo-(5-trifluoromethyl-benzothiazol-2-ylmethyl)-3,4-dihydro-phthalazin-1-yl]-acetic acid), C(O)CN (ethanolamine). Solvent: CC(=O)C (acetone). Reaction conditions: time 1 hour. The product is C(O)CN.O=C1N(N=C(C2=CC=CC=C12)CC(=O)O)CC=1SC2=C(N1)C=C(C=C2)C(F)(F)F ([4-Oxo-(5-trifluoromethyl-benzothiazol-2-ylmethyl)-3,4-dihydro-phthalazin-1-yl]-acetic Acid Ethanolamine Salt). Isolated yield 95.7%. RXN SMILES: [O:1]=[C:2]1[C:11]2[C:6](=[CH:7][CH:8]=[CH:9][CH:10]=2)[C:5]([CH2:12][C:13]([OH:15])=[O:14])=[N:4][N:3]1[CH2:16][C:17]1[S:18][C:19]2[CH:25]=[CH:24][C:23]([C:26]([F:29])([F:28])[F:27])=[CH:22][C:20]=2[N:21]=1.[CH2:30]([CH2:32][NH2:33])[OH:31]>CC(C)=O>[CH2:30]([CH2:32][NH2:33])[OH:31].[O:1]=[C:2]1[C:11]2[C:6](=[CH:7][CH:8]=[CH:9][CH:10]=2)[C:5]([CH2:12][C:13]([OH:15])=[O:14])=[N:4][N:3]1[CH2:16][C:17]1[S:18][C:19]2[CH:25]=[CH:24][C:23]([C:26]([F:29])([F:28])[F:27])=[CH:22][C:20]=2[N:21]=1 |f:3.4|. Procedure: To a solution of [4-oxo-(5-trifluoromethyl-benzothiazol-2-ylmethyl)-3,4-dihydro-phthalazin-1-yl]-acetic acid (419 mg, 1.0 mmol) in acetone (20 mL) was added ethanolamine (611 mg, 10.0 mmol). After stirring at ambient temperature for 1.0 hour, the mixture was evaporated to a semi-solid, which was crystallized from ethanol:diethyl ether (1:4) to afford the title compound as a white crystalline solid (460 mg, 95%). mp: 119-121° C.; 1H NMR (D2O, 350 MHz): δ 3.30 (m, 2H), 3.66 (s, 2H), 3.79 (s, 6H), ... The reactants are OC=1C=C(C=CC1)CC(=O)O (3-hydroxyphenylacetic acid), C(C)O (ethanol). Reagents/catalysts: OS(=O)(=O)O (H2SO4). Product: OC=1C=C(C=CC1)CC(=O)OCC (Ethyl 3-hydroxyphenylacetate). RXN SMILES: [OH:1][C:2]1[CH:3]=[C:4]([CH2:8][C:9]([OH:11])=[O:10])[CH:5]=[CH:6][CH:7]=1.[CH2:12](O)[CH3:13]>OS(O)(=O)=O>[OH:1][C:2]1[CH:3]=[C:4]([CH2:8][C:9]([O:11][CH2:12][CH3:13])=[O:10])[CH:5]=[CH:6][CH:7]=1. Procedure: A solution of 55 g of 3-hydroxyphenylacetic acid in 400 ml of 100° ethanol is refluxed overnight in the presence of a few drops of concentrated H2SO4. It is evaporated to dryness and the residue is taken up in ethyl ether and washed with water and then with a saturated aqueous solution of NaHCO3. After drying over MgSO4 followed by evaporation, 58 g of an oil are obtained. Reactants: [Si](C)(C)(C(C)(C)C)O[C@@H]1C(C2=CC=C3[C@@H]4CC[C@H]([C@@H](CCCO[Si](C)(C)C(C)(C)C)C)[C@]4(CC[C@@H]3[C@]2(CC1)C)C)(C)C (3β,24-bis(tert-butyldimethylsilyloxy)-4,4-dimethylchola-5,7-diene). Solvent: C(C)O (ethanol), C1=CC=CC=C1 (benzene), Cl (hydrochloric acid). Conditions: time 8 hour. Product: CC1([C@@H]2CCC=3C4=CC[C@H]([C@@H](CCCO)C)[C@]4(CCC3[C@]2(CC[C@@H]1O)C)C)C (4,4-Dimethyl-5α-chola-8,14-dien-3β,24-diol). Isolated yield 71.4%. RXN SMILES: [Si]([O:8][C@H:9]1[CH2:38][CH2:37][C@@:36]2([CH3:39])[C:11](=[CH:12][CH:13]=[C:14]3[C@@H:35]2[CH2:34][CH2:33][C@@:32]2([CH3:40])[C@H:15]3[CH2:16][CH2:17][C@@H:18]2[C@H:19]([CH3:31])[CH2:20][CH2:21][CH2:22][O:23][Si](C(C)(C)C)(C)C)[C:10]1([CH3:42])[CH3:41])(C(C)(C)C)(C)C>C(O)C.C1C=CC=CC=1.Cl>[CH3:42][C:10]1([CH3:41])[C@@H:9]([OH:8])[CH2:38][CH2:37][C@@:36]2([CH3:39])[C@H:11]1[CH2:12][CH2:13][C:14]1[C:15]3[C@:32]([CH3:40])([CH2:33][CH2:34][C:35]=12)[C@@H:18]([C@H:19]([CH3:31])[CH2:20][CH2:21][CH2:22][OH:23])[CH2:17][CH:16]=3. Procedure: A mixture of 3β,24-bis(tert-butyldimethylsilyloxy)-4,4-dimethylchola-5,7-diene (18.8 g) in 99.9% ethanol (375 ml), benzene (55 ml) and concentrated hydrochloric acid (55 ml) is heated to reflux for 4 hours. After standing overnight at room temperature, the reaction mixture is concentrated under reduced pressure. Crystallization of the remanens from ethanol/water gives 8.44 g of the title compound. Melting point: 203-208° C. 1H-NMR (CDCl3, 400 MHz): δ=5.36 (1H, s); 3.62 (2H, m); 3.23 (1H, m). The reactants are O=C(Cl)c1ccccc1, CC(CO)Oc1ccc(Oc2ccc(C(F)(F)F)cc2)cc1, O, c1ccncc1, c1ccccc1. The product is CC(COC(=O)c1ccccc1)Oc1ccc(Oc2ccc(C(F)(F)F)cc2)cc1. RXN SMILES: [C:29]([c:30]1[cH:31][cH:32][cH:33][cH:34][cH:35]1)(=[O:36])[Cl:37].[F:1][C:2]([c:3]1[cH:4][cH:5][c:6]([O:7][c:8]2[cH:9][cH:10][c:11]([O:12][CH:13]([CH2:14][OH:15])[CH3:16])[cH:17][cH:18]2)[cH:19][cH:20]1)([F:21])[F:22].[OH2:38].[cH:23]1[cH:24][cH:25][n:26][cH:27][cH:28]1.[cH:39]1[cH:40][cH:41][cH:42][cH:43][cH:44]1>>[F:1][C:2]([c:3]1[cH:4][cH:5][c:6]([O:7][c:8]2[cH:9][cH:10][c:11]([O:12][CH:13]([CH2:14][O:15][C:29]([c:30]3[cH:31][cH:32][cH:33][cH:34][cH:35]3)=[O:36])[CH3:16])[cH:17][cH:18]2)[cH:19][cH:20]1)([F:21])[F:22]. The reactants are CC(C)Cc1cc(-c2ccc(Cn3cnnn3)cc2)c(S(=O)(=O)NC(C)(C)C)s1, ClCCl, O. Yields the product CC(C)Cc1cc(-c2ccc(Cn3cnnn3)cc2)c(S(N)(=O)=O)s1. As a reaction SMILES: [CH2:1]([CH:2]([CH3:3])[CH3:4])[c:5]1[cH:6][c:7](-[c:18]2[cH:19][cH:20][c:21]([CH2:24][n:25]3[n:26][n:27][n:28][cH:29]3)[cH:22][cH:23]2)[c:8]([S:10](=[O:11])(=[O:12])[NH:13][C:14]([CH3:15])([CH3:16])[CH3:17])[s:9]1.[Cl:31][CH2:32][Cl:33].[OH2:30]>>[CH2:1]([CH:2]([CH3:3])[CH3:4])[c:5]1[cH:6][c:7](-[c:18]2[cH:19][cH:20][c:21]([CH2:24][n:25]3[n:26][n:27][n:28][cH:29]3)[cH:22][cH:23]2)[c:8]([S:10](=[O:11])(=[O:12])[NH2:13])[s:9]1. Starting materials: COc1cc(CBr)c(Br)cc1C(F)(F)F, CN(C)C=O, CCOC(C)=O, CC(C)(C)OC(=O)CCCOc1cnc(NCc2cc(C(F)(F)F)cc(C(F)(F)F)c2)nc1, [H-], [Na+], O. Yields the product COc1cc(CN(Cc2cc(C(F)(F)F)cc(C(F)(F)F)c2)c2ncc(OCCCC(=O)OC(C)(C)C)cn2)c(Br)cc1C(F)(F)F. As a reaction SMILES: [Br:36][c:37]1[c:38]([CH2:49][Br:50])[cH:39][c:40]([O:47][CH3:48])[c:41]([C:43]([F:44])([F:45])[F:46])[cH:42]1.[CH3:52][N:53]([CH3:54])[CH:55]=[O:56].[CH3:57][CH2:58][O:59][C:60](=[O:61])[CH3:62].[F:1][C:2]([c:3]1[cH:4][c:5]([CH2:6][NH:7][c:8]2[n:9][cH:10][c:11]([O:14][CH2:15][CH2:16][CH2:17][C:18](=[O:19])[O:20][C:21]([CH3:22])([CH3:23])[CH3:24])[cH:12][n:13]2)[cH:25][c:26]([C:28]([F:29])([F:30])[F:31])[cH:27]1)([F:32])[F:33].[H-:34].[Na+:35].[OH2:51]>>[F:1][C:2]([c:3]1[cH:4][c:5]([CH2:6][N:7]([c:8]2[n:9][cH:10][c:11]([O:14][CH2:15][CH2:16][CH2:17][C:18](=[O:19])[O:20][C:21]([CH3:22])([CH3:23])[CH3:24])[cH:12][n:13]2)[CH2:49][c:38]2[c:37]([Br:36])[cH:42][c:41]([C:43]([F:44])([F:45])[F:46])[c:40]([O:47][CH3:48])[cH:39]2)[cH:25][c:26]([C:28]([F:29])([F:30])[F:31])[cH:27]1)([F:32])[F:33]. The reactants are O=C1N(C=2CCCC(C2C(N1)C1=C(C=C(C#N)C=C1)S(=O)(=O)C)=O)C1=CC(=CC=C1)C(F)(F)F (4-[2,5-dioxo-1-(3-trifluoromethyl-phenyl)-1,2,3,4,5,6,7,8-octahydro-quinazolin-4-yl]-3-methanesulfonyl-benzonitrile), O=C1N(C=2CCCC(C2C(N1)C1=C(C=C(C#N)C=C1)S(=O)(=O)C)=O)C1=CC(=CC=C1)C(F)(F)F (4-[2,5-dioxo-1-(3-trifluoromethyl-phenyl)-1,2,3,4,5,6,7,8-octahydro-quinazolin-4-yl]-3-methanesulfonyl-benzonitrile), C([O-])([O-])=O.[Cs+].[Cs+] (cesium carbonate), BrCCOC(C)=O (2-bromoethylacetate). Solvent: CN(C)C=O (DMF). Reaction conditions: temperature 60 celsius, time 3 day. Product: C(#N)C1=CC(=C(C=C1)C1N(C(N(C=2CCCC(C12)=O)C1=CC(=CC=C1)C(F)(F)F)=O)CCOC(C)=O)S(=O)(=O)C (Acetic acid 2-[4-(4-cyano-2-methanesulfonyl-phenyl)-2,5-dioxo-1-(3-trifluoromethyl-phenyl)-1,4,5,6,7,8-hexahydro-2H-quinazolin-3-yl]-ethyl ester). Reaction SMILES: [O:1]=[C:2]1[NH:11][CH:10]([C:12]2[CH:19]=[CH:18][C:15]([C:16]#[N:17])=[CH:14][C:13]=2[S:20]([CH3:23])(=[O:22])=[O:21])[C:9]2[C:8](=[O:24])[CH2:7][CH2:6][CH2:5][C:4]=2[N:3]1[C:25]1[CH:30]=[CH:29][CH:28]=[C:27]([C:31]([F:34])([F:33])[F:32])[CH:26]=1.C(=O)([O-])[O-].[Cs+].[Cs+].Br[CH2:42][CH2:43][O:44][C:45](=[O:47])[CH3:46]>CN(C=O)C>[C:16]([C:15]1[CH:18]=[CH:19][C:12]([CH:10]2[C:9]3[C:8](=[O:24])[CH2:7][CH2:6][CH2:5][C:4]=3[N:3]([C:25]3[CH:30]=[CH:29][CH:28]=[C:27]([C:31]([F:33])([F:34])[F:32])[CH:26]=3)[C:2](=[O:1])[N:11]2[CH2:42][CH2:43][O:44][C:45](=[O:47])[CH3:46])=[C:13]([S:20]([CH3:23])(=[O:22])=[O:21])[CH:14]=1)#[N:17] |f:1.2.3|. Procedure: To a solution of 4-[2,5-dioxo-1-(3-trifluoromethyl-phenyl)-1,2,3,4,5,6,7,8-octahydro-quinazolin-4-yl]-3-methanesulfonyl-benzonitrile (INTERMEDIATE 18, 200 mg, 0.41 mmol) in DMF (4 mL) is added cesium carbonate (266 mg, 0.82 mmol) and 2-bromoethylacetate (91.0 μL, 0.82 mmol) and the mixture is stirred at 60° C. for 3 days. The mixture is purified by reversed phase HPLC (Waters SunFire™-C18, gradient of acetonitrile in water, 0.1% TFA). Yield: 60.0 mg; ESI mass spectrum [M+H]+=576; Retention time ...